Dataset: the Open Reaction Database (ORD), a public repository of structured organic reaction records. Task: describe an organic reaction: reactants, conditions, products, and yield The reactants are CN (methyl amine), BrCC1=CC=C(C=C1)C(C1=CC=CC=C1)=O (α-bromo-p-benzoyl toluene). The solvent is C1=CC=CC=C1 (benzene), C1=CC=CC=C1 (benzene). Reaction conditions: time 4 hour. The product is C(C1=CC=CC=C1)(=O)C1=CC=C(CNC)C=C1 (4-benzoyl N-methyl benzyl amine). Reaction SMILES: [CH3:1][NH2:2].Br[CH2:4][C:5]1[CH:10]=[CH:9][C:8]([C:11](=[O:18])[C:12]2[CH:17]=[CH:16][CH:15]=[CH:14][CH:13]=2)=[CH:7][CH:6]=1>C1C=CC=CC=1>[C:11]([C:8]1[CH:9]=[CH:10][C:5]([CH2:4][NH:2][CH3:1])=[CH:6][CH:7]=1)(=[O:18])[C:12]1[CH:17]=[CH:16][CH:15]=[CH:14][CH:13]=1. Reported procedure: A solution of 12.0 g. (0.379 mole) anhydrous methyl amine in 150 ml. benzene is treated dropwise with 34.8 g. (0.127 mole) α-bromo-p-benzoyl toluene in 300 ml. benzene for about 30 minutes. The resulting mixture is stirred for 4 hours at room temperature and the solvent removed in vacuo. The resulting residue is dissolved in ether and washed with water. The ether layer is then extracted three times with 2N hydrochloric acid and the acidic solution made basic by the addition of potassium hydroxid...